Dataset: the Open Reaction Database (ORD), a public repository of structured organic reaction records. Task: describe an organic reaction: reactants, conditions, products, and yield The reactants are C(C1=CC=CC=C1)OC1=C(N(C(=CC1=O)CNS(=O)(=O)C=1C(=CC=CC1)C)C)C(=O)O (3-Benzyloxy-1-methyl-4-oxo-6-[(toluene-2-sulfonylamino)-methyl]-1,4-dihydro-pyridine-2-carboxylic acid), C(C)(C)NC(=O)C=1N(C(=CC(C1OCC1=CC=CC=C1)=O)CNS(=O)(=O)C1=CC=CC=C1)C (6-(benzenesulfonylamino-methyl)-3-benzyloxy-1-methyl-4-oxo-1,4-dihydro-pyridine-2-carboxylic acid isopropyl amide). The product is C(C)(C)NC(=O)C=1N(C(=CC(C1OCC1=CC=CC=C1)=O)CNS(=O)(=O)C=1C(=CC=CC1)C)C (3-Benzyloxy-1-methyl-4-oxo-6-[(toluene-2-sulfonylamino)-methyl]-1,4-dihydro-pyridine-2-carboxylic acid isopropylamide). Isolated yield 45.7%. As a reaction SMILES: [CH2:1]([O:8][C:9]1[C:14](=[O:15])[CH:13]=[C:12]([CH2:16][NH:17][S:18]([C:21]2[C:22]([CH3:27])=[CH:23][CH:24]=[CH:25][CH:26]=2)(=[O:20])=[O:19])[N:11]([CH3:28])[C:10]=1[C:29](O)=[O:30])[C:2]1[CH:7]=[CH:6][CH:5]=[CH:4][CH:3]=1.[CH:32]([NH:35]C(C1N(C)C(CNS(C2C=CC=CC=2)(=O)=O)=CC(=O)C=1OCC1C=CC=CC=1)=O)([CH3:34])[CH3:33]>>[CH:32]([NH:35][C:29]([C:10]1[N:11]([CH3:28])[C:12]([CH2:16][NH:17][S:18]([C:21]2[C:22]([CH3:27])=[CH:23][CH:24]=[CH:25][CH:26]=2)(=[O:20])=[O:19])=[CH:13][C:14](=[O:15])[C:9]=1[O:8][CH2:1][C:2]1[CH:7]=[CH:6][CH:5]=[CH:4][CH:3]=1)=[O:30])([CH3:34])[CH3:33]. Procedure details: 3-Benzyloxy-1-methyl-4-oxo-6-[(toluene-2-sulfonylamino)-methyl]-1,4-dihydro-pyridine-2-carboxylic acid isopropylamide (17-02) (250.0 mg, 45.70%) was synthesized as a yellow solid from 3-benzyloxy-1-methyl-4-oxo-6-[(toluene-2-sulfonylamino)-methyl]-1,4-dihydro-pyridine-2-carboxylic acid (13-02) (500.0 mg, 1.13 mmol) following the procedure described for 6-(benzenesulfonylamino-methyl)-3-benzyloxy-1-methyl-4-oxo-1,4-dihydro-pyridine-2-carboxylic acid isopropylamide (17-01). The reactants are ClCCl, OCc1ccccc1I, O=[Cr](=O)([O-])Cl, c1cc[nH+]cc1. Yields the product O=Cc1ccccc1I. RXN SMILES: [Cl:21][CH2:22][Cl:23].[I:12][c:13]1[c:14]([CH2:15][OH:16])[cH:17][cH:18][cH:19][cH:20]1.[O:1]=[Cr:2]([Cl:3])([O-:4])=[O:5].[nH+:6]1[cH:7][cH:8][cH:9][cH:10][cH:11]1>>[I:12][c:13]1[c:14]([CH:15]=[O:16])[cH:17][cH:18][cH:19][cH:20]1. The reactants are CC1=C(C=C(C=C1)C)SCCC(=O)O (3-[(2,5-dimethylphenyl)thio]propanoic acid), BrBr (bromine). The solvent is ClCCl (dichloromethane), ClCCl (dichloromethane), ClCCl (dichloromethane). Reaction conditions: temperature 5 celsius. Product: BrC1=CC(=C(C=C1C)SCCC(=O)O)C (3-[(4-bromo-2,5-dimethylphenyl)thio]propanoic acid). Yield: 99.0%. RXN SMILES: [CH3:1][C:2]1[CH:7]=[CH:6][C:5]([CH3:8])=[CH:4][C:3]=1[S:9][CH2:10][CH2:11][C:12]([OH:14])=[O:13].[Br:15]Br>ClCCl>[Br:15][C:6]1[C:5]([CH3:8])=[CH:4][C:3]([S:9][CH2:10][CH2:11][C:12]([OH:14])=[O:13])=[C:2]([CH3:1])[CH:7]=1. Procedure: 25.23 g (0.12 mol) of the title compound of Example 1, Step A was dissolved in 250 mL of dichloromethane and cooled to 5° C. A solution of 19.12 g (0.12 mol) of bromine in 25 mL of dichloromethane was added dropwise over 45 minutes, keeping the reaction temperature at 5° C. The reaction was then allowed to warm to room temperature, diluted with 200 mL of dichloromethane and washed twice with 400 mL of water. The organice layer was separated, dried over magnesium sulfate, filtered, and concentrat... Reactants: C1(=CC=CC=C1)C(=O)NC(C(=O)OC)C1=CC=C(C=C1)CC(=O)OC (dimethyl α-[(phenylcarbonyl)amino]-1,4-benzenediacetate). Run in Cl (HCl). Yields the product C1(=CC=C(C=C1)CC(=O)O)CC(=O)O (1,4-benzenediacetic acid). As a reaction SMILES: C1(C(N[CH:10]([C:15]2[CH:20]=[CH:19][C:18]([CH2:21][C:22]([O:24]C)=[O:23])=[CH:17][CH:16]=2)[C:11]([O:13]C)=[O:12])=O)C=CC=CC=1>Cl>[C:18]1([CH2:21][C:22]([OH:24])=[O:23])[CH:17]=[CH:16][C:15]([CH2:10][C:11]([OH:13])=[O:12])=[CH:20][CH:19]=1. Procedure: A solution of dimethyl α-[(phenylcarbonyl)amino]-1,4-benzenediacetate (1.00 g, 2.90 mmol) from the Preparation 2 above in 20 ml of 6N HCl is heated at reflux under N2 for 19 hours. The reaction mixture is cooled and extracted with a 1:1 toluene/ether solution (2×40 ml). The aqueous layer is concentrated and the residue dissolved in H2O (10 ml) and freeze-dried. A solid, 1,4-benzenediacetic acid, a-amino-, (±) is obtained (0.72 g, 76%), mp 205° C. Reactants: CCOC(=O)C1(C)CCN(c2ccc(C(C)(C)C)cc2)CC1, CO, [Na+], [OH-]. The product is CC1(C(=O)O)CCN(c2ccc(C(C)(C)C)cc2)CC1. Reaction SMILES: [CH2:1]([CH3:2])[O:3][C:4](=[O:5])[C:6]1([CH3:22])[CH2:7][CH2:8][N:9]([c:12]2[cH:13][cH:14][c:15]([C:18]([CH3:19])([CH3:20])[CH3:21])[cH:16][cH:17]2)[CH2:10][CH2:11]1.[CH3:25][OH:26].[Na+:24].[OH-:23]>>[O:3]=[C:4]([OH:5])[C:6]1([CH3:22])[CH2:7][CH2:8][N:9]([c:12]2[cH:13][cH:14][c:15]([C:18]([CH3:19])([CH3:20])[CH3:21])[cH:16][cH:17]2)[CH2:10][CH2:11]1. Reactants: CO, CC(NC(=O)C1(NC(=O)C(F)(F)F)CC1)c1ccc(-c2cccc(F)c2N)cc1F, [Na+], [OH-]. Product: CC(NC(=O)C1(N)CC1)c1ccc(-c2cccc(F)c2N)cc1F. Reaction SMILES: [CH3:33][OH:34].[NH2:1][c:2]1[c:3](-[c:9]2[cH:10][c:11]([F:30])[c:12]([CH:15]([CH3:16])[NH:17][C:18](=[O:19])[C:20]3([NH:23][C:24](=[O:25])[C:26]([F:27])([F:28])[F:29])[CH2:21][CH2:22]3)[cH:13][cH:14]2)[cH:4][cH:5][cH:6][c:7]1[F:8].[Na+:32].[OH-:31]>>[NH2:1][c:2]1[c:3](-[c:9]2[cH:10][c:11]([F:30])[c:12]([CH:15]([CH3:16])[NH:17][C:18](=[O:19])[C:20]3([NH2:23])[CH2:21][CH2:22]3)[cH:13][cH:14]2)[cH:4][cH:5][cH:6][c:7]1[F:8].